This data is from the Open Reaction Database (ORD), a public repository of structured organic reaction records. The task is: describe an organic reaction: reactants, conditions, products, and yield Reactants: CSC1=NC(=C(C(=N1)Cl)[N+](=O)[O-])OC1=C(C=CC(=C1)C#N)OCC1=CC=CC=C1 (2-methylthio-4-chloro-5-nitro-6-(2-benzyloxy-5-cyanophenoxy)pyrimidine), ( K ), Cl.C(C)OC(CN)=O (glycine ethyl ester hydrochloride). Product: ( D ), CSC1=NC(=C(C(=N1)NCC(=O)OCC)[N+](=O)[O-])OC1=C(C=CC(=C1)C#N)OCC1=CC=CC=C1 (2-methylthio-4-(ethoxycarbonylmethyl)amino-5-nitro-6-(2-benzyloxy-5-cyanophenoxy)pyrimidine). As a reaction SMILES: [CH3:1][S:2][C:3]1[N:8]=[C:7](Cl)[C:6]([N+:10]([O-:12])=[O:11])=[C:5]([O:13][C:14]2[CH:19]=[C:18]([C:20]#[N:21])[CH:17]=[CH:16][C:15]=2[O:22][CH2:23][C:24]2[CH:29]=[CH:28][CH:27]=[CH:26][CH:25]=2)[N:4]=1.Cl.[CH2:31]([O:33][C:34](=[O:37])[CH2:35][NH2:36])[CH3:32]>>[CH3:1][S:2][C:3]1[N:8]=[C:7]([NH:36][CH2:35][C:34]([O:33][CH2:31][CH3:32])=[O:37])[C:6]([N+:10]([O-:12])=[O:11])=[C:5]([O:13][C:14]2[CH:19]=[C:18]([C:20]#[N:21])[CH:17]=[CH:16][C:15]=2[O:22][CH2:23][C:24]2[CH:29]=[CH:28][CH:27]=[CH:26][CH:25]=2)[N:4]=1 |f:1.2|. Procedure details: In a similar manner, 2-methylthio-4-chloro-5-nitro-6-(2-benzyloxy-5-cyanophenoxy)pyrimidine, a compound of formula (K), is treated with glycine ethyl ester hydrochloride, a compound of formula (D), to yield 2-methylthio-4-(ethoxycarbonylmethyl)amino-5-nitro-6-(2-benzyloxy-5-cyanophenoxy)pyrimidine, a compound of formula (L). Starting materials: NC(N)(C1CCOCC1)C=1C=NC=CC1 (1-amino-1-(3-pyridyl)-1-(4-tetrahydropyranyl)-methaneamine), Br (hydrobromic acid), 1-aza-2-(3-pyridyl)bicyclo[2.2.1]heptanes. The solvent is CCCCCCC (heptane). The product is product, NC(C1CCOCC1)C=1C=NC=CC1 (1-amino-1-(3 -pyridyl)-1-(4-tetrahydropyranyl)-methane). Reaction SMILES: [NH2:1][C:2]([C:10]1[CH:11]=[N:12][CH:13]=[CH:14][CH:15]=1)([CH:4]1[CH2:9][CH2:8][O:7][CH2:6][CH2:5]1)N.Br>CCCCCCC>[NH2:1][CH:2]([C:10]1[CH:11]=[N:12][CH:13]=[CH:14][CH:15]=1)[CH:4]1[CH2:5][CH2:6][O:7][CH2:8][CH2:9]1. Procedure: 2.1.]heptane: Treatment of 1-amino-1-(3-pyridyl)-1-(4-tetrahydropyranyl)-methaneamine (576 mg, 3 mmol) with hydrobromic acid, as described for the synthesis of the 1-aza-2-(3-pyridyl)bicyclo[2.2.1]heptanes resulted in formation of the product, as a dark brown oil which was purified by column chromatography (15% methanol in chloroform), followed by distillation (90° C. at 0.005 mm Hg) under reduced pressure to obtain the product as a colorless oil (260 mg, 51% from 1-amino-1-(3 -pyridyl)-1-(4-tet...